The task is: describe an organic reaction: reactants, conditions, products, and yield. This data is from the Open Reaction Database (ORD), a public repository of structured organic reaction records. Starting materials: CC=1C=C(C=C(C1)C)CC(C1=CC=CC=2CCCCC12)NC(=S)NCCO (1-[2-(3,5-dimethylphenyl)-1-(5,6,7,8-tetrahydronaphthalen-1-yl)-ethyl]-3-(2-hydroxyethyl)-thiourea). Run in Cl (hydrochloric acid). Product: S1C(=NCC1)NC(CC1=CC(=CC(=C1)C)C)C1=CC=CC=2CCCCC12 ((4,5-dihydrothiazol-2-yl)-[2-(3,5-dimethylphenyl)-1-(5,6,7,8-tetrahydronaphthalen-1-yl)-ethyl]amine). Isolated yield 88.5%. RXN SMILES: [CH3:1][C:2]1[CH:3]=[C:4]([CH2:9][CH:10]([NH:21][C:22]([NH:24][CH2:25][CH2:26]O)=[S:23])[C:11]2[C:20]3[CH2:19][CH2:18][CH2:17][CH2:16][C:15]=3[CH:14]=[CH:13][CH:12]=2)[CH:5]=[C:6]([CH3:8])[CH:7]=1>Cl>[S:23]1[CH2:26][CH2:25][N:24]=[C:22]1[NH:21][CH:10]([C:11]1[C:20]2[CH2:19][CH2:18][CH2:17][CH2:16][C:15]=2[CH:14]=[CH:13][CH:12]=1)[CH2:9][C:4]1[CH:5]=[C:6]([CH3:8])[CH:7]=[C:2]([CH3:1])[CH:3]=1. Reported procedure: A mixture of the above 1-[2-(3,5-dimethylphenyl)-1-(5,6,7,8-tetrahydronaphthalen-1-yl)-ethyl]-3-(2-hydroxyethyl)-thiourea (1.21 g) and concentrated hydrochloric acid (20 ml) was heated under reflux for 2 hours. The hydrochloric acid phase was decanted carefully and the remainder dissolved in ethyl acetate and washed three times with potassium carbonate solution (5 wt % in water), three times with water and dried over sodium sulphate. The solvent was removed by evaporation and the remainder tritu... Reactants: ClC1=CC2=C(NC=3N=CC=CC3C2(C(C)(F)F)C(OC(C)C)OC(C)C)C=C1 (7-Chloro-5-diisopropoxymethyl-5-(1,1-difluoroethyl)-5,10-dihydrobenzo[b][1,8]naphthyridine), FC(C(=O)O)(F)F (trifluoroacetic acid), C(C)[SiH](CC)CC (triethylsilane). The solvent is C(Cl)Cl (methylene chloride). Conditions: time 14 hour. The product is ClC1=CC2=C(NC=3N=CC=CC3C2(C(C)(F)F)COC(C)C)C=C1 (7-Chloro-5-isopropoxymethyl-5-(1,1-difluoroethyl)-5,10-dihydrobenzo[b][1,8]naphthyridine). Isolated yield 80.2%. As a reaction SMILES: [Cl:1][C:2]1[CH:28]=[CH:27][C:5]2[NH:6][C:7]3[N:8]=[CH:9][CH:10]=[CH:11][C:12]=3[C:13]([CH:18](OC(C)C)[O:19][CH:20]([CH3:22])[CH3:21])([C:14]([F:17])([F:16])[CH3:15])[C:4]=2[CH:3]=1.FC(F)(F)C(O)=O.C([SiH](CC)CC)C>C(Cl)Cl>[Cl:1][C:2]1[CH:28]=[CH:27][C:5]2[NH:6][C:7]3[N:8]=[CH:9][CH:10]=[CH:11][C:12]=3[C:13]([CH2:18][O:19][CH:20]([CH3:21])[CH3:22])([C:14]([F:16])([F:17])[CH3:15])[C:4]=2[CH:3]=1. Reported procedure: Method QQ: To a stirred solution of 7-chloro-5-diisopropoxymethyl-5-(1,1-difluoroethyl)-5,10-dihydrobenzo[b][1,8]naphthyridine (53) (360 mg, 0.876 mmol) in anhydrous methylene chloride (4 mL) at room temperature was added trifluoroacetic acid (8 mL) and triethylsilane (6.0 mL, 36.44 mmol). After 14 h at room temperature, the reaction mixture was concentrated in vacuo, the residue was purified by flash chromatography (30%-40% EtOAc-hexane, gradient elution) afforded 55 (248 mg, 80% yield) as a ye...